The task is: describe an organic reaction: reactants, conditions, products, and yield. This data is from the Open Reaction Database (ORD), a public repository of structured organic reaction records. Starting materials: CCOCC, CSc1sc(C(=O)O)c2c1CC(C)(C)CC2, [Li]C. The product is CSc1sc(C(C)=O)c2c1CC(C)(C)CC2. RXN SMILES: [CH3:19][CH2:20][O:21][CH2:22][CH3:23].[CH3:1][C:2]1([CH3:16])[CH2:3][c:4]2[c:5]([c:6]([C:11](=[O:12])[OH:13])[s:7][c:8]2[S:9][CH3:10])[CH2:14][CH2:15]1.[Li:17][CH3:18]>>[CH3:1][C:2]1([CH3:16])[CH2:3][c:4]2[c:5]([c:6]([C:11](=[O:13])[CH3:18])[s:7][c:8]2[S:9][CH3:10])[CH2:14][CH2:15]1. Reactants: ClC=1C=NC=C(C1N)Cl (3,5-dichloro-pyridin-4-ylamine), C(C)(C)(C)O[Na] (t-BuONa), CN(C)C=O (DMF), final mixture, [N+](=O)([O-])C1=CC=C(C=C1)OC(C=CC1=C(C=CC=C1)C1=CC(=CC=C1)C=1C=C(C=C2C=CC=NC12)C(C)(C)S(=O)(=O)C)=O (3-{3′-[6-(1-methanesulfonyl-1-methyl-ethyl)-quinolin-8-yl]-biphenyl yl}-acrylic acid 4-nitro-phenyl ester). Product: ClC=1C=NC=C(C1NC(C=CC1=CC=C(C=C1)C1=CC(=CC=C1)C=1C=C(C=C2C=CC=NC12)C(C)(C)S(=O)(=O)C)=O)Cl (N-(3,5-Dichloro-pyridin-4-yl)-3-{3′-[6-(1-methanesulfonyl-1-methyl-ethyl)-quinolin-8-yl]-biphenyl-4-yl}-acrylamide). Reaction conditions: time 15 minute. Procedure details: To a solution of 3,5-dichloro-pyridin-4-ylamine (1.5 eq.) in DMF (0.1M) was added t-BuONa (1.5 eq.). The mixture was stirred for 15 min then 3-{3′-[6-(1-methanesulfonyl-1-methyl-ethyl)-quinolin-8-yl]-biphenyl yl}-acrylic acid 4-nitro-phenyl ester (1.0 eq.) was added. The final mixture was stirred for 12 h, poured in saturated aqueous NH4Cl and extracted with EtOAc (2×). The combined organic extracts were washed with brine, dried over Na2SO4, filtered and concentrated. Flash chromatography (Hex:E... The solvent is [NH4+].[Cl-] (NH4Cl). RXN SMILES: [Cl:1][C:2]1[CH:3]=[N:4][CH:5]=[C:6]([Cl:9])[C:7]=1[NH2:8].[C:10]([O:14][Na])([CH3:13])(C)C.[N+](C1C=CC(OC(=O)C=C[C:29]2[CH:34]=[CH:33][CH:32]=[CH:31][C:30]=2[C:35]2[CH:40]=[CH:39][CH:38]=[C:37]([C:41]3[CH:42]=[C:43]([C:51]([S:54]([CH3:57])(=[O:56])=[O:55])([CH3:53])[CH3:52])[CH:44]=[C:45]4[C:50]=3[N:49]=[CH:48][CH:47]=[CH:46]4)[CH:36]=2)=CC=1)([O-])=O.[CH3:59]N(C=O)C>[NH4+].[Cl-]>[Cl:1][C:2]1[CH:3]=[N:4][CH:5]=[C:6]([Cl:9])[C:7]=1[NH:8][C:10](=[O:14])[CH:13]=[CH:59][C:33]1[CH:34]=[CH:29][C:30]([C:35]2[CH:40]=[CH:39][CH:38]=[C:37]([C:41]3[CH:42]=[C:43]([C:51]([S:54]([CH3:57])(=[O:56])=[O:55])([CH3:52])[CH3:53])[CH:44]=[C:45]4[C:50]=3[N:49]=[CH:48][CH:47]=[CH:46]4)[CH:36]=2)=[CH:31][CH:32]=1 |f:4.5|.